From a dataset of the Open Reaction Database (ORD), a public repository of structured organic reaction records. describe an organic reaction: reactants, conditions, products, and yield Reaction SMILES: O1CCCC1.Cl.[NH2:7][C:8]1[C:17]2[C:12](=[CH:13][C:14]([O:20][CH3:21])=[C:15]([O:18][CH3:19])[CH:16]=2)[N:11]=[C:10]([N:22]2[CH2:27][CH2:26][NH:25][CH2:24][CH2:23]2)[N:9]=1.[C:28](Cl)(=[O:33])[CH2:29][CH2:30][CH:31]=[CH2:32]>C(N(CC)CC)C>[NH2:7][C:8]1[C:17]2[C:12](=[CH:13][C:14]([O:20][CH3:21])=[C:15]([O:18][CH3:19])[CH:16]=2)[N:11]=[C:10]([N:22]2[CH2:27][CH2:26][N:25]([C:28](=[O:33])[CH2:29][CH2:30][CH:31]=[CH2:32])[CH2:24][CH2:23]2)[N:9]=1 |f:1.2|. Solvent: C(C)N(CC)CC (triethylamine). Starting materials: O1CCCC1 (tetrahydrofuran), Cl.NC1=NC(=NC2=CC(=C(C=C12)OC)OC)N1CCNCC1 (4-amino-6,7-dimethoxy-2-(1-piperazinyl)quinazoline hydrochloride), C(CCC=C)(=O)Cl (4-pentenoyl chloride). The product is NC1=NC(=NC2=CC(=C(C=C12)OC)OC)N1CCN(CC1)C(CCC=C)=O (4-Amino-6,7-dimethoxy-2-[4-(4-pentenoyl)-1-piperazinyl]-quinazoline). Isolated yield 41.7%. Procedure details: To 20 ml of tetrahydrofuran were added 2.4 g of 4-amino-6,7-dimethoxy-2-(1-piperazinyl)quinazoline hydrochloride and 2.6 g of triethylamine, after which the mixture was stirred for 20 minutes. There was then added 0.78 g of 4-pentenoyl chloride, after which the mixture was stirred at room temperature for 15 hours. The resulting crystals were collected by filtration, washed with water and recrystallized from ethanol, to give 1.02 g of the desired Compound No. 6 in the form of pale brown needles m... Conditions: time 20 minute. Reactants: solution, C1(CC1)[Mg]Br (cyclopropylmagnesium bromide), ClC1=CC(=C(C=O)C(=C1)F)F (4-chloro-2,6-difluorobenzaldehyde), Cl (hydrochloric acid), C(C)(=O)OCC (ethyl acetate). Solvent: O1CCCC1 (tetrahydrofuran), C(C)OCC (diethyl ether). Run at time 2 hour. The product is ClC1=CC(=C(C(=C1)F)C(O)C1CC1)F ((4-Chloro-2,6-difluorophenyl)(cyclopropyl)methanol). RXN SMILES: [Cl:1][C:2]1[CH:9]=[C:8]([F:10])[C:5]([CH:6]=[O:7])=[C:4]([F:11])[CH:3]=1.[CH:12]1([Mg]Br)[CH2:14][CH2:13]1.Cl.C(OCC)(=O)C>C(OCC)C.O1CCCC1>[Cl:1][C:2]1[CH:3]=[C:4]([F:11])[C:5]([CH:6]([CH:12]2[CH2:14][CH2:13]2)[OH:7])=[C:8]([F:10])[CH:9]=1. Procedure details: 2.00 g (11.33 mmol) of 4-chloro-2,6-difluorobenzaldehyde were dissolved in 15 ml of diethyl ether at 0° C., and 34.0 ml (16.99 mmol) of a 0.5N solution of cyclopropylmagnesium bromide in tetrahydrofuran were slowly added dropwise. After stirring at RT for 2 h, the reaction solution was mixed with 1N hydrochloric acid and ethyl acetate, and the phases were separated. The aqueous phase was extracted three times with diethyl ether. The combined organic phases were washed with saturated aqueous sodi... The reactants are NC1=NN2C(N=CC(=C2)F)=C1C(=O)NC1=C(C(=NS1)C)Br (2-amino-N-(4-bromo-3-methyl-isothiazol-5-yl)-6-fluoro-pyrazolo[1,5-a]pyrimidine-3-carboxamide), C(CCC)[Sn](C=1N(C=NC1)C)(CCCC)CCCC (tributyl-(3-methylimidazol-4-yl)stannane). Run in CN(C)C=O (DMF). Conditions: temperature 110 celsius, time 2 hour. The product is NC1=NN2C(N=CC(=C2)F)=C1C(=O)NC1=C(C(=NS1)C)C1=CN=CN1C (2-amino-6-fluoro-N-(3-methyl-4-(1-methyl-1H-imidazol-5-yl)isothiazol-5-yl)pyrazolo[1,5-a]pyrimidine-3-carboxamide). Reaction SMILES: [NH2:1][C:2]1[C:11]([C:12]([NH:14][C:15]2[S:19][N:18]=[C:17]([CH3:20])[C:16]=2Br)=[O:13])=[C:5]2[N:6]=[CH:7][C:8]([F:10])=[CH:9][N:4]2[N:3]=1.C([Sn](CCCC)(CCCC)[C:27]1[N:28]([CH3:32])[CH:29]=[N:30][CH:31]=1)CCC>CN(C=O)C>[NH2:1][C:2]1[C:11]([C:12]([NH:14][C:15]2[S:19][N:18]=[C:17]([CH3:20])[C:16]=2[C:27]2[N:28]([CH3:32])[CH:29]=[N:30][CH:31]=2)=[O:13])=[C:5]2[N:6]=[CH:7][C:8]([F:10])=[CH:9][N:4]2[N:3]=1. Procedure: 2-amino-N-(4-bromo-3-methyl-isothiazol-5-yl)-6-fluoro-pyrazolo[1,5-a]pyrimidine-3-carboxamide (20 mg, 0.05388 mmol), tributyl-(3-methylimidazol-4-yl)stannane (40.01 mg, 0.1078 mmol) dichloropalladium triphenylphosphane (7.566 mg, 0.01078 mmol) in DMF (2 mL) was degassed for 5 min, then heated at 110° C. After 2 h, the reaction mixture was loaded on a SCX column, washed with DCM/MeOH mixtures. The product was eluted with a 2M solution of ammonia in MeOH and the eluent was concentrated in vacuo. T... Reactants: COC1=CC2=C(CC(N(CC2)CCCCl)=O)C=C1OC (1-(7,8-dimethoxy-1,3,4,5-tetrahydro-2H-3-benzazepin-2-on-3-yl)-3-chloropropane), COC=1C=CC=C2CCC(CC12)NC (8-methoxy-2-methylamino-1,2,3,4-tetrahydronaphthalene). Solvent: C(C)N(CC)CC (triethylamine). Product: COC1=CC2=C(CC(N(CC2)CCCN(C2CC3=C(C=CC=C3CC2)OC)C)=O)C=C1OC (1-[7,8-Dimethoxy-1,3,4,5-tetrahydro-2H-3-benzazepin-2-on-3-yl]-3-[N-methyl-N-(8-methoxy-1,2,3,4-tetrahydronaphth-2-yl)-amino]-propane). As a reaction SMILES: [CH3:1][O:2][C:3]1[C:18]([O:19][CH3:20])=[CH:17][C:6]2[CH2:7][C:8](=[O:16])[N:9]([CH2:12][CH2:13][CH2:14]Cl)[CH2:10][CH2:11][C:5]=2[CH:4]=1.[CH3:21][O:22][C:23]1[CH:24]=[CH:25][CH:26]=[C:27]2[C:32]=1[CH2:31][CH:30]([NH:33][CH3:34])[CH2:29][CH2:28]2>C(N(CC)CC)C>[CH3:1][O:2][C:3]1[C:18]([O:19][CH3:20])=[CH:17][C:6]2[CH2:7][C:8](=[O:16])[N:9]([CH2:12][CH2:13][CH2:14][N:33]([CH3:34])[CH:30]3[CH2:29][CH2:28][C:27]4[C:32](=[C:23]([O:22][CH3:21])[CH:24]=[CH:25][CH:26]=4)[CH2:31]3)[CH2:10][CH2:11][C:5]=2[CH:4]=1. Procedure: The title compound is prepared analogously to Example 1 by reacting 1-(7,8-dimethoxy-1,3,4,5-tetrahydro-2H-3-benzazepin-2-on-3-yl)-3-chloropropane, triethylamine and 8-methoxy-2-methylamino-1,2,3,4-tetrahydronaphthalene. Mp: 141°-143° C. (decomp.). The reactants are C(=O)([O-])[O-].[K+].[K+] (K2CO3), BrCC=1C(=NC2=CC=CC=C2C1C(=O)N[C@@H](CC)C1=CC=CC=C1)C1=CC=CC=C1 (3-(bromomethyl)-2-phenyl-N-[(1S)-1-phenylpropyl]quinoline-4-carboxamide), SC1=CC=NC=C1 (4-mercaptopyridine). Run in CC#N (CH3CN). The product is C1(=CC=CC=C1)C1=NC2=CC=CC=C2C(=C1CSC1=CC=NC=C1)C(=O)N[C@@H](CC)C1=CC=CC=C1 (2-phenyl-N-[(1S)-1-phenylpropyl]-3-[(pyridin-4-ylthio)methyl]quinoline-4-carboxamide). Yield: 74.3%. Reaction SMILES: Br[CH2:2][C:3]1[C:4]([C:25]2[CH:30]=[CH:29][CH:28]=[CH:27][CH:26]=2)=[N:5][C:6]2[C:11]([C:12]=1[C:13]([NH:15][C@H:16]([C:19]1[CH:24]=[CH:23][CH:22]=[CH:21][CH:20]=1)[CH2:17][CH3:18])=[O:14])=[CH:10][CH:9]=[CH:8][CH:7]=2.C([O-])([O-])=O.[K+].[K+].[SH:37][C:38]1[CH:43]=[CH:42][N:41]=[CH:40][CH:39]=1>CC#N>[C:25]1([C:4]2[C:3]([CH2:2][S:37][C:38]3[CH:43]=[CH:42][N:41]=[CH:40][CH:39]=3)=[C:12]([C:13]([NH:15][C@H:16]([C:19]3[CH:20]=[CH:21][CH:22]=[CH:23][CH:24]=3)[CH2:17][CH3:18])=[O:14])[C:11]3[C:6](=[CH:7][CH:8]=[CH:9][CH:10]=3)[N:5]=2)[CH:26]=[CH:27][CH:28]=[CH:29][CH:30]=1 |f:1.2.3|. Procedure: 3-(bromomethyl)-2-phenyl-N-[(1S)-1-phenylpropyl]quinoline-4-carboxamide (8) (150 mg, 0.33 mmol) was dissolved in CH3CN (2 mL) under N2 and to this, with stirring, was added K2CO3 (140 mg, 0.99 mmol), then 4-mercaptopyridine (40 mg, 0.36 mmol). The suspension was allowed to stir overnight; concentrated; diluted with EtOAc; washed with 0.5 N NaOH, then H2O; dried over Na2SO4; filtered, and concentrated under reduced pressure. The residue was purified by silica gel chromatography (EtOAc/CH2Cl2) to ... Starting materials: O1C(C(=O)[O-])C1C(=O)[O-].[Ca+2] (calcium epoxysuccinate). Solvent: P(=O)(OCCCCCCCC)(OCCCCCCCC)OCCCCCCCC (trioctyl phosphate). Yields the product O1C(C(=O)O)C1C(=O)O (epoxysuccinic acid). RXN SMILES: [O:1]1[CH:6]([C:7]([O-:9])=[O:8])[CH:2]1[C:3]([O-:5])=[O:4].[Ca+2]>P(OCCCCCCCC)(OCCCCCCCC)(OCCCCCCCC)=O>[O:1]1[CH:6]([C:7]([OH:9])=[O:8])[CH:2]1[C:3]([OH:5])=[O:4] |f:0.1|. Procedure: The yield in the reaction effected in trioctyl phosphate amounted to 96%. From 2 moles of acid calcium epoxysuccinate, 507 g. of free epoxysuccinic acid in aqueous solution were obtained. Starting materials: Cc1nc(CC(=O)O)c(C)s1, CCN=C=NCCCN(C)C, CC#N, Cl, Cl, C1CCC2=NCCCN2CC1, NCc1cccc2c1C(=O)N(C1CCC(=O)NC1=O)C2=O, On1nnc2ccccc21. Product: Cc1nc(CC(=O)NCc2cccc3c2C(=O)N(C2CCC(=O)NC2=O)C3=O)c(C)s1. As a reaction SMILES: [CH3:44][c:45]1[s:46][c:47]([CH3:54])[c:48]([CH2:50][C:51](=[O:52])[OH:53])[n:49]1.[CH3:56][N:57]([CH3:58])[CH2:59][CH2:60][CH2:61][N:62]=[C:63]=[N:64][CH2:65][CH3:66].[CH3:67][C:68]#[N:69].[ClH:1].[ClH:55].[N:23]12[CH2:24][CH2:25][CH2:26][N:27]=[C:28]1[CH2:29][CH2:30][CH2:31][CH2:32][CH2:33]2.[NH2:2][CH2:3][c:4]1[c:5]2[c:9]([cH:10][cH:11][cH:12]1)[C:8](=[O:13])[N:7]([CH:14]1[C:15](=[O:21])[NH:16][C:17](=[O:20])[CH2:18][CH2:19]1)[C:6]2=[O:22].[OH:34][n:35]1[c:36]2[cH:37][cH:38][cH:39][cH:40][c:41]2[n:42][n:43]1>>[NH:2]([CH2:3][c:4]1[c:5]2[c:9]([cH:10][cH:11][cH:12]1)[C:8](=[O:13])[N:7]([CH:14]1[C:15](=[O:21])[NH:16][C:17](=[O:20])[CH2:18][CH2:19]1)[C:6]2=[O:22])[C:51]([CH2:50][c:48]1[c:47]([CH3:54])[s:46][c:45]([CH3:44])[n:49]1)=[O:52]. The reactants are NC(=C(C(=O)OCC)N(C(CCCC)=O)CC1=CC=C(C=C1)C1=C(C=CC=C1)S(=O)(=O)N=CN(C)C)SC (ethyl 3-amino-2-[[[2'-[[[(dimethylamino)-methylene]-amino]-sulfonyl]-(1,1'-biphenyl)-4-yl]-methyl]-(1-oxopentyl)-amino]-3-(methylthio)-2-propenoate). Run in C1(=CC=CC=C1)C (toluene). Product: C(CCC)C=1N(C(=C(N1)SC)C(=O)OCC)CC1=CC=C(C=C1)C1=C(C=CC=C1)S(=O)(=O)N=CN(C)C (ethyl 2-butyl-4-(methylthio)-1-[[2'-[[[(dimethyl-amino)methylene]-amino]-sulfonyl]-(1,1'-biphenyl)-4-yl]-methyl]-1H-imidazole-5-carboxylate). Yield: 413.3%. As a reaction SMILES: [NH2:1][C:2]([S:37][CH3:38])=[C:3]([N:9]([CH2:16][C:17]1[CH:22]=[CH:21][C:20]([C:23]2[CH:28]=[CH:27][CH:26]=[CH:25][C:24]=2[S:29]([N:32]=[CH:33][N:34]([CH3:36])[CH3:35])(=[O:31])=[O:30])=[CH:19][CH:18]=1)[C:10](=O)[CH2:11][CH2:12][CH2:13][CH3:14])[C:4]([O:6][CH2:7][CH3:8])=[O:5]>C1(C)C=CC=CC=1>[CH2:11]([C:10]1[N:9]([CH2:16][C:17]2[CH:18]=[CH:19][C:20]([C:23]3[CH:28]=[CH:27][CH:26]=[CH:25][C:24]=3[S:29]([N:32]=[CH:33][N:34]([CH3:36])[CH3:35])(=[O:31])=[O:30])=[CH:21][CH:22]=2)[C:3]([C:4]([O:6][CH2:7][CH3:8])=[O:5])=[C:2]([S:37][CH3:38])[N:1]=1)[CH2:12][CH2:13][CH3:14]. Procedure details: 50 mg of the product of Stage E, 500 ml of toluene, and a catalytic quantity of amberlyst 15 were mixed together and the mixture was refluxed for 20 hours. The amberlyst was filtered off, followed by washing. The solvents were eliminated under reduced pressure to obtain 0.20 g of the expected product.